Dataset: the Open Reaction Database (ORD), a public repository of structured organic reaction records. Task: describe an organic reaction: reactants, conditions, products, and yield Reactants: CC(C)(C)OC(=O)N1CC(=O)N(c2cc(F)ccc2Cl)CC1(C)C, ClCCl, O=C(O)C(F)(F)F. Product: CC1(C)CN(c2cc(F)ccc2Cl)C(=O)CN1. Reaction SMILES: [C:8]([O:9][C:10](=[O:11])[N:15]1[C:16]([CH3:30])([CH3:31])[CH2:17][N:18]([c:22]2[c:23]([Cl:29])[cH:24][cH:25][c:26]([F:28])[cH:27]2)[C:19](=[O:21])[CH2:20]1)([CH3:12])([CH3:13])[CH3:14].[CH2:32]([Cl:33])[Cl:34].[OH:1][C:2]([C:3]([F:4])([F:5])[F:6])=[O:7]>>[NH:15]1[C:16]([CH3:30])([CH3:31])[CH2:17][N:18]([c:22]2[c:23]([Cl:29])[cH:24][cH:25][c:26]([F:28])[cH:27]2)[C:19](=[O:21])[CH2:20]1. Reactants: ClC=1N=C(C2=C(N1)SC(=N2)CN2CCN(CC2)C(C(C)O)=O)N2CCOCC2 (1-[4-(5-Chloro-7-morpholin-4-yl-thiazolo[5,4-d]pyrimidin-2-ylmethyl)-piperazin-1-yl]-2-hydroxy-propan-1-one), CC1(OB(OC1(C)C)C=1C=NC2=CC=CC=C2C1)C (3-(4,4,5,5-tetramethyl-1,3,2,-dioxaborolan-2-yl)quinoline). Yields the product O[C@H](C(=O)N1CCN(CC1)CC=1SC=2N=C(N=C(C2N1)N1CCOCC1)C=1C=NC2=CC=CC=C2C1)C ((S)-2-hydroxy-1-(4-((7-morpholino-5-(quinolin-3-yl)thiazolo[5,4-d]pyrimidin-2-yl)methyl)piperazin-1-yl)propan-1-one). Isolated yield 35.7%. As a reaction SMILES: Cl[C:2]1[N:3]=[C:4]([N:23]2[CH2:28][CH2:27][O:26][CH2:25][CH2:24]2)[C:5]2[N:10]=[C:9]([CH2:11][N:12]3[CH2:17][CH2:16][N:15]([C:18](=[O:22])[CH:19]([OH:21])[CH3:20])[CH2:14][CH2:13]3)[S:8][C:6]=2[N:7]=1.CC1(C)C(C)(C)OB([C:37]2[CH:38]=[N:39][C:40]3[C:45]([CH:46]=2)=[CH:44][CH:43]=[CH:42][CH:41]=3)O1>>[OH:21][C@@H:19]([CH3:20])[C:18]([N:15]1[CH2:16][CH2:17][N:12]([CH2:11][C:9]2[S:8][C:6]3[N:7]=[C:2]([C:37]4[CH:38]=[N:39][C:40]5[C:45]([CH:46]=4)=[CH:44][CH:43]=[CH:42][CH:41]=5)[N:3]=[C:4]([N:23]4[CH2:28][CH2:27][O:26][CH2:25][CH2:24]4)[C:5]=3[N:10]=2)[CH2:13][CH2:14]1)=[O:22]. Reported procedure: 1-[4-(5-Chloro-7-morpholin-4-yl-thiazolo[5,4-d]pyrimidin-2-ylmethyl)-piperazin-1-yl]-2-hydroxy-propan-1-one (100 mg) was reacted with 72 mg of 3-(4,4,5,5-tetramethyl-1,3,2,-dioxaborolan-2-yl)quinoline via General Procedure A. The product was purified by reverse phase HPLC to yield 43.5 mg of 106. MS (Q1) 520.3 (M)+. Reactants: COC1=CC=C(C=C1)N(C1=NC(=NC2=CC=CC=C12)CC#N)C ({4-[(4-methoxy-phenyl)-methyl-amino]-quinazolin-2-yl}-acetonitrile), Cl (HCl). The reagents and catalysts are [Pd] (Pd/C). Solvent: C(Cl)Cl.CO (CH2Cl2 MeOH). Run at time 3 day. Product: NCCC1=NC2=CC=CC=C2C(=N1)N(C)C1=CC=C(C=C1)OC ([2-(2-Amino-ethyl)-quinazolin-4-yl]-(4-methoxy-phenyl)-methyl-amine). Yield: 8.3%. Reaction SMILES: [CH3:1][O:2][C:3]1[CH:8]=[CH:7][C:6]([N:9]([CH3:23])[C:10]2[C:19]3[C:14](=[CH:15][CH:16]=[CH:17][CH:18]=3)[N:13]=[C:12]([CH2:20][C:21]#[N:22])[N:11]=2)=[CH:5][CH:4]=1.Cl>C(Cl)Cl.CO.[Pd]>[NH2:22][CH2:21][CH2:20][C:12]1[N:11]=[C:10]([N:9]([C:6]2[CH:5]=[CH:4][C:3]([O:2][CH3:1])=[CH:8][CH:7]=2)[CH3:23])[C:19]2[C:14](=[CH:15][CH:16]=[CH:17][CH:18]=2)[N:13]=1 |f:2.3|. Reported procedure: A mixture of {4-[(4-methoxy-phenyl)-methyl-amino]-quinazolin-2-yl}-acetonitrile (250 mg, 0.82 mmol), 10% Pd/C (100 mg) and HCl (12 M, 1 mL, 12 mmol) in CH2Cl2/MeOH (1:1, 10 mL) was treated with H2 (50 psi) and shaken for three days. The Pd/C was filtered off and the filtrate concentrated and purified to give 21 mg of the title compound as a solid. 1H NMR (CDCl3) δ 7.64 (d, 1H), 7.55 (ddd, 1H), 7.13 (d, 2H), 6.95 (m, 2H), 6.93 (d, 2H), 3.85 (s, 3H), 3.62 (t, 2H), 3.56 (s, 3H), 3.4 (t, 2H); LC-MS ... Reactants: Br, CC(=O)O, CC(Nc1nccc(-n2cnc3ccccc32)n1)C1CN(C(=O)Nc2cccc3ccccc23)CCN1C(=O)OCc1ccccc1, ClCCl, O. RXN SMILES: [BrH:48].[C:49]([OH:50])(=[O:51])[CH3:52].[CH2:1]([O:2][C:9](=[O:3])[N:11]1[CH:12]([CH:30]([CH3:31])[NH:32][c:33]2[n:34][cH:35][cH:36][c:37](-[n:39]3[cH:40][n:41][c:42]4[c:43]3[cH:44][cH:45][cH:46][cH:47]4)[n:38]2)[CH2:13][N:14]([C:17]([NH:18][c:19]2[cH:20][cH:21][cH:22][c:23]3[cH:24][cH:25][cH:26][cH:27][c:28]23)=[O:29])[CH2:15][CH2:16]1)[c:4]1[cH:5][cH:6][cH:7][cH:8][cH:10]1.[Cl:53][CH2:54][Cl:55].[OH2:56]>>[CH3:9][N:11]1[CH:12]([CH:30]([CH3:31])[NH:32][c:33]2[n:34][cH:35][cH:36][c:37](-[n:39]3[cH:40][n:41][c:42]4[c:43]3[cH:44][cH:45][cH:46][cH:47]4)[n:38]2)[CH2:13][N:14]([C:17]([NH:18][c:19]2[cH:20][cH:21][cH:22][c:23]3[cH:24][cH:25][cH:26][cH:27][c:28]23)=[O:29])[CH2:15][CH2:16]1. The product is CC(Nc1nccc(-n2cnc3ccccc32)n1)C1CN(C(=O)Nc2cccc3ccccc23)CCN1C. Starting materials: C(CCC)C1(C2=CC=CC=C2C=2C=CC(=CC12)I)CCCC (9,9-dibutyl-2-iodofluorene), NC1=CC=CC=C1 (aniline), C([O-])([O-])=O.[K+].[K+] (potassium carbonate), C1COCCOCCOCCOCCOCCO1 (18-crown-6). Reagents/catalysts: [Cu] (copper). The solvent is CN(C=O)C (dimethylformamide). The product is C(CCC)C1(C2=CC=CC=C2C=2C=CC=C(C12)N(C1=CC=CC=C1)C1=CC=CC=2C3=CC=CC=C3C(C12)(CCCC)CCCC)CCCC (9,9-dibutyl-N-(9,9-dibutylfluorenyl)-N-phenylfluorenamine), Compound ( 344 ). RXN SMILES: [CH2:1]([C:5]1([CH2:19][CH2:20][CH2:21][CH3:22])[C:17]2[CH:16]=[C:15](I)[CH:14]=[CH:13][C:12]=2[C:11]2[C:6]1=[CH:7][CH:8]=[CH:9][CH:10]=2)[CH2:2][CH2:3][CH3:4].[NH2:23][C:24]1[CH:29]=[CH:28][CH:27]=[CH:26][CH:25]=1.C(=O)([O-])[O-].[K+].[K+].C1O[CH2:52][CH2:51]OCCOCCOCCOCCOC1>CN(C)C=O.[Cu]>[CH2:1]([C:5]1([CH2:19][CH2:20][CH2:21][CH3:22])[C:17]2[C:16]([N:23]([C:7]3[C:6]4[C:5]([CH2:19][CH2:20][CH2:51][CH3:52])([CH2:1][CH2:2][CH2:3][CH3:4])[C:17]5[C:12](=[CH:13][CH:14]=[CH:15][CH:16]=5)[C:11]=4[CH:10]=[CH:9][CH:8]=3)[C:24]3[CH:29]=[CH:28][CH:27]=[CH:26][CH:25]=3)=[CH:15][CH:14]=[CH:13][C:12]=2[C:11]2[C:6]1=[CH:7][CH:8]=[CH:9][CH:10]=2)[CH2:2][CH2:3][CH3:4] |f:2.3.4|. Procedure details: 40 parts of 9,9-dibutyl-2-iodofluorene, 3.7 parts of aniline, 30 parts of potassium carbonate, 6 parts of copper powders (200 meshes), and 0.87 parts of 18-crown-6 were dissolved in 50 parts of dimethylformamide (DMF), and the obtained solution was reacted in a nitrogen atmosphere at 160° C. for 24 hours. After completion of the reaction, the reaction product was filtrated, and the filtrate was then extracted with ethyl acetate-water. The ethyl acetate phase was dried over magnesium sulfate, and... The reactants are Cl.CCOCC (HCl ether), C(C)(C)(C)OC(=O)N1CCN(CC1)C(=O)C1=CC(=CC=2C=COC21)NS(=O)(=O)C2=C(C=CC(=C2)C)OC (4-[5-(2-methoxy-5-methyl-benzenesulfonylamino)-benzofuran-7-carbonyl]-piperazine-1-carboxylic acid tert-butyl ester). Solvent: C(C)(=O)OCC (ethyl acetate). Procedure: Deprotection of the N-t-BOC group in 4-[5-(2-methoxy-5-methyl-benzenesulfonylamino)-benzofuran-7-carbonyl]-piperazine-1-carboxylic acid tert-butyl ester (Step 3) was performed by adding HCl/ether to a solution of the said substrate in ethyl acetate and allowed to stir overnight at ambient temperature. Concentration of the solution gave the title product as a white solid. Yield: 31 mg. HPLC 96% RT=2.73 min (System A; 30-80% MeCN over 3 min), 1.05 min (System C; 2-95% MeCN over 2 min). 1H NMR (400... Run at time 8 hour. RXN SMILES: [ClH:1].CCOCC.C(OC([N:14]1[CH2:19][CH2:18][N:17]([C:20]([C:22]2[C:30]3[O:29][CH:28]=[CH:27][C:26]=3[CH:25]=[C:24]([NH:31][S:32]([C:35]3[CH:40]=[C:39]([CH3:41])[CH:38]=[CH:37][C:36]=3[O:42][CH3:43])(=[O:34])=[O:33])[CH:23]=2)=[O:21])[CH2:16][CH2:15]1)=O)(C)(C)C>C(OCC)(=O)C>[ClH:1].[CH3:43][O:42][C:36]1[CH:37]=[CH:38][C:39]([CH3:41])=[CH:40][C:35]=1[S:32]([NH:31][C:24]1[CH:23]=[C:22]([C:20]([N:17]2[CH2:16][CH2:15][NH:14][CH2:19][CH2:18]2)=[O:21])[C:30]2[O:29][CH:28]=[CH:27][C:26]=2[CH:25]=1)(=[O:33])=[O:34] |f:0.1,4.5|. Product: Cl.COC1=C(C=C(C=C1)C)S(=O)(=O)NC=1C=C(C2=C(C=CO2)C1)C(=O)N1CCNCC1 (2-Methoxy-5-methyl-N-[7-(piperazin-1-ylcarbonyl)-1-benzofuran-5-yl]benzenesulfonamide hydrochloride).